This data is from the Open Reaction Database (ORD), a public repository of structured organic reaction records. The task is: describe an organic reaction: reactants, conditions, products, and yield Reaction SMILES: [CH2:1]([O:2][CH2:9][CH2:10][C:11]1([CH2:16][CH:17]2[CH2:18][O:19][c:20]3[c:21]([F:38])[cH:22][cH:23][c:24]([F:37])[c:25]3[CH:26]2[S:27](=[O:28])(=[O:29])[c:30]2[cH:31][cH:32][c:33]([Cl:36])[cH:34][cH:35]2)[O:12][CH2:13][CH2:14][O:15]1)[c:3]1[cH:4][cH:5][cH:6][cH:7][cH:8]1.[CH3:41][S:42](=[O:43])(=[O:44])[Cl:45].[CH3:47][CH2:48][O:49][C:50](=[O:51])[CH3:52].[Cl:56][CH2:57][Cl:58].[H:39][H:40].[OH-:53].[OH-:54].[OH2:46].[Pd+2:55]>>[CH2:9]1[CH2:10][C:11]2([O:12][CH2:13][CH2:14][O:15]2)[CH2:16][CH:17]2[CH2:18][O:19][c:20]3[c:21]([F:38])[cH:22][cH:23][c:24]([F:37])[c:25]3[C:26]12[S:27](=[O:28])(=[O:29])[c:30]1[cH:31][cH:32][c:33]([Cl:36])[cH:34][cH:35]1. The reactants are O=S(=O)(c1ccc(Cl)cc1)C1c2c(F)ccc(F)c2OCC1CC1(CCOCc2ccccc2)OCCO1, CS(=O)(=O)Cl, CCOC(C)=O, ClCCl, [H][H], [OH-], [OH-], O, [Pd+2]. Product: O=S(=O)(c1ccc(Cl)cc1)C12CCC3(CC1COc1c(F)ccc(F)c12)OCCO3. Starting materials: C1(CCCC1)CCC(=O)C1C(OC(OC1=O)(C)C)=O (5-(3-cyclopentylpropionyl)-2,2-dimethyl-1,3-dioxane-4,6-dione), NN (hydrazine). Solvent: C(C)O (ethanol). Reaction conditions: time 20 minute. Yields the product C1(CCCC1)CCC1=NNC(C1)=O (3-(2-cyclopentylethyl)-4,5-dihydro-1H-pyrazol-5-one). The yield is 42.0%. RXN SMILES: [CH:1]1([CH2:6][CH2:7][C:8]([CH:10]2C(=O)OC(C)(C)O[C:11]2=[O:19])=O)[CH2:5][CH2:4][CH2:3][CH2:2]1.[NH2:20][NH2:21]>C(O)C>[CH:1]1([CH2:6][CH2:7][C:8]2[CH2:10][C:11](=[O:19])[NH:21][N:20]=2)[CH2:5][CH2:4][CH2:3][CH2:2]1. Procedure details: A solution of 5-(3-cyclopentylpropionyl)-2,2-dimethyl-1,3-dioxane-4,6-dione (900 mg, 3.3 mmol) in ethanol (5 ml) containing hydrazine (0.43 ml, 8.84 mmol) was stirred at ambient temperature for 20 minutes followed by stirring for 2 hours at 75° C. The volatiles were removed under vacuum and the residue was triturated with ether. The solid was collected by filtration, washed with ether and dried under vacuum to give 3-(2-cyclopentylethyl)-4,5-dihydro-1H-pyrazol-5-one (250 mg, 42%). Reactants: [Li]CCCC (n-BuLi), BrC1=C(C=C(C(=C1)C(C=C)(C)C)Cl)OC (1-bromo-4-chloro-5-(1,1-dimethyl-allyl)-2-methoxy-benzene), CN(C)C=O (DMF). Solvent: C1CCOC1 (THF). Conditions: temperature 25 celsius, time 15 minute. Product: ClC1=CC(=C(C=O)C=C1C(C=C)(C)C)OC (4-Chloro-5-(1,1-dimethyl-allyl)-2-methoxy-benzaldehyde). As a reaction SMILES: Br[C:2]1[CH:7]=[C:6]([C:8]([CH3:12])([CH3:11])[CH:9]=[CH2:10])[C:5]([Cl:13])=[CH:4][C:3]=1[O:14][CH3:15].[Li]CCCC.CN([CH:24]=[O:25])C>C1COCC1>[Cl:13][C:5]1[C:6]([C:8]([CH3:12])([CH3:11])[CH:9]=[CH2:10])=[CH:7][C:2]([CH:24]=[O:25])=[C:3]([O:14][CH3:15])[CH:4]=1. Procedure details: To a solution of 1-bromo-4-chloro-5-(1,1-dimethyl-allyl)-2-methoxy-benzene (3.92 g, 0.0135 mol) in dry THF (30 mL) was cooled to −78° C. under argon. n-BuLi (2.5M, 6 mL, 0.0145 mol) was added keeping the temperature below −70° C. The yellow mixture was stirred for another 15 min and quenched with dry DMF (1.2 mL, 0.015 mol). The cooling bath was removed and the mixture was allowed to warm to 25° C. A saturated solution of NaHCO3 (30 mL) was added and then extracted with EtOAc (3×50 mL). The orga... Reactants: CC1(C=2C(=CC(=CC2C(CC1)(C)C)C(C)=O)C1=CC=C(C=C1)C)C (1-(5,5,8,8-tetramethyl-4-p-tolyl-5,6,7,8-tetrahydro-2-naphthyl)ethanone), C(=O)(O)C1=CC=C(C=O)C=C1 (4-carboxybenzaldehyde), [OH-].[K+] (KOH). The product is O=C(/C=C/C1=CC=C(C(=O)O)C=C1)C1=CC=2C(CCC(C2C(=C1)C1=CC=C(C=C1)C)(C)C)(C)C (4-[(E)-3-Oxo-(5,5,8,8-tetramethyl-4-p-tolyl-5,6,7,8-tetrahydro-2-naphthyl)propenyl]benzoic Acid). Isolated yield 72.0%. RXN SMILES: [CH3:1][C:2]1([CH3:24])[CH2:11][CH2:10][C:9]([CH3:13])([CH3:12])[C:8]2[CH:7]=[C:6]([C:14](=[O:16])[CH3:15])[CH:5]=[C:4]([C:17]3[CH:22]=[CH:21][C:20]([CH3:23])=[CH:19][CH:18]=3)[C:3]1=2.[C:25]([C:28]1[CH:35]=[CH:34][C:31]([CH:32]=O)=[CH:30][CH:29]=1)([OH:27])=[O:26].[OH-].[K+]>>[O:16]=[C:14]([C:6]1[CH:5]=[C:4]([C:17]2[CH:22]=[CH:21][C:20]([CH3:23])=[CH:19][CH:18]=2)[C:3]2[C:2]([CH3:24])([CH3:1])[CH2:11][CH2:10][C:9]([CH3:12])([CH3:13])[C:8]=2[CH:7]=1)/[CH:15]=[CH:32]/[C:31]1[CH:34]=[CH:35][C:28]([C:25]([OH:27])=[O:26])=[CH:29][CH:30]=1 |f:2.3|. Procedure: In a similar manner to that of Example 2b, by reacting 770 mg (2.4 mmol) of 1-(5,5,8,8-tetramethyl-4-p-tolyl-5,6,7,8-tetrahydro-2-naphthyl)ethanone with 320 mg (2.2 mmol) of 4-carboxybenzaldehyde and 1.2 mL (10 mmol) of 47% KOH. The desired product is obtained in the form of white crystals (m=780 mg; yield=72%; m.p.=242° C.).